This data is from the Open Reaction Database (ORD), a public repository of structured organic reaction records. The task is: describe an organic reaction: reactants, conditions, products, and yield Reactants: ClC1=NC(=NC=N1)NC1=CC=C(C=C1)C(F)(F)F (4-chloro-N-(4-(trifluoromethyl)phenyl)-1,3,5-triazin-2-amine), C(=C)B1OB(OB(O1)C=C)C=C (trivinylboroxin), C([O-])([O-])=O.[Cs+].[Cs+] (cesium carbonate). Reagents/catalysts: C=1C=CC(=CC1)[P](C=2C=CC=CC2)(C=3C=CC=CC3)[Pd]([P](C=4C=CC=CC4)(C=5C=CC=CC5)C=6C=CC=CC6)([P](C=7C=CC=CC7)(C=8C=CC=CC8)C=9C=CC=CC9)[P](C=1C=CC=CC1)(C=1C=CC=CC1)C=1C=CC=CC1 (Tetrakis). Run in O1CCOCC1 (dioxane), O (water). Reaction conditions: temperature 90 celsius. Yields the product FC(C1=CC=C(C=C1)NC1=NC=NC(=N1)C=C)(F)F (N-(4-(trifluoromethyl)phenyl)-4-vinyl-1,3,5-triazin-2-amine). Yield: 16.5%. As a reaction SMILES: Cl[C:2]1[N:7]=[CH:6][N:5]=[C:4]([NH:8][C:9]2[CH:14]=[CH:13][C:12]([C:15]([F:18])([F:17])[F:16])=[CH:11][CH:10]=2)[N:3]=1.[CH:19](B1OB(C=C)OB(C=C)O1)=[CH2:20].C(=O)([O-])[O-].[Cs+].[Cs+]>O1CCOCC1.O.C1C=CC([P]([Pd]([P](C2C=CC=CC=2)(C2C=CC=CC=2)C2C=CC=CC=2)([P](C2C=CC=CC=2)(C2C=CC=CC=2)C2C=CC=CC=2)[P](C2C=CC=CC=2)(C2C=CC=CC=2)C2C=CC=CC=2)(C2C=CC=CC=2)C2C=CC=CC=2)=CC=1>[F:16][C:15]([F:18])([F:17])[C:12]1[CH:13]=[CH:14][C:9]([NH:8][C:4]2[N:3]=[C:2]([CH:19]=[CH2:20])[N:7]=[CH:6][N:5]=2)=[CH:10][CH:11]=1 |f:2.3.4,^1:47,49,68,87|. Procedure: To a solution of 4-chloro-N-(4-(trifluoromethyl)phenyl)-1,3,5-triazin-2-amine (0.5 g, 1.821 mmol) in dioxane (8 mL) and water (2 mL) were added trivinylboroxin (0.588 g, 3.64 mmol), cesium carbonate (1.780 g, 5.46 mmol). The reaction mixture was flushed with nitrogen for 10 min and Tetrakis (0.210 g, 0.182 mmol) was added. The reaction mixture was heated at 90° C. for 2 h then filtered through a pad of celite and washed with ethyl acetate. The organic layer was washed with water, dried over anhy... Starting materials: 10, O1C(COC2=C1C=CC=C2)CN2CCC(CC2)C(C)=O (1-[1-[(2,3-dihydro-1,4-benzodioxin-2-yl)methyl]-4-piperidinyl]ethanone), C1(=CC=CC=C1)CN (benzenemethanamine), S1C=CC=C1 (thiophene), [H][H] (hydrogen). Reagents/catalysts: [Pd] (palladium-on-charcoal). Solvent: CO (methanol), CO (methanol). Product: O1C(COC2=C1C=CC=C2)CN2CCC(CC2)C(NCC2=CC=CC=C2)C (1-[(2,3-dihydro-1,4-benzodioxin-2-yl)methyl]-α-methyl-N-(phenylmethyl)-4-piperidinemethanamine), intermediate 88. Yield: 100.0%. Reaction SMILES: [O:1]1[C:6]2[CH:7]=[CH:8][CH:9]=[CH:10][C:5]=2[O:4][CH2:3][CH:2]1[CH2:11][N:12]1[CH2:17][CH2:16][CH:15]([C:18](=O)[CH3:19])[CH2:14][CH2:13]1.[C:21]1([CH2:27][NH2:28])[CH:26]=[CH:25][CH:24]=[CH:23][CH:22]=1.S1C=CC=C1.[H][H]>CO.[Pd]>[O:1]1[C:6]2[CH:7]=[CH:8][CH:9]=[CH:10][C:5]=2[O:4][CH2:3][CH:2]1[CH2:11][N:12]1[CH2:17][CH2:16][CH:15]([CH:18]([CH3:19])[NH:28][CH2:27][C:21]2[CH:26]=[CH:25][CH:24]=[CH:23][CH:22]=2)[CH2:14][CH2:13]1. Procedure details: A mixture of 10 parts of 1-[1-[(2,3-dihydro-1,4-benzodioxin-2-yl)methyl]-4-piperidinyl]ethanone, 3.8 parts of benzenemethanamine, 1 part of a solution of thiophene in methanol 4% and 160 parts of methanol was hydrogenated at normal pressure and at 50° C. with 2 parts of palladium-on-charcoal catalyst 10%. After the calculated amount of hydrogen was taken up, the catalyst was filtered off and the filtrate was evaporated, yielding 13.2 parts (100%) of 1-[(2,3-dihydro-1,4-benzodioxin-2-yl)methyl]-α... Starting materials: C(#N)C(C)(C)C=1C=C(C(=O)NC2=CC(=C(C=C2)OC)OC2=CC=C(C=C2)[N+](=O)[O-])C=CC1 (3-(1-cyano-1-methylethyl)-N-[4-methoxy-3-(4-nitrophenoxy)phenyl]benzamide), O1CCCC1 (tetrahydrofuran). The reagents and catalysts are [C].[Pd] (palladium carbon). Run in CO (methanol). Conditions: time 18 hour. Product: NC1=CC=C(OC=2C=C(C=CC2OC)NC(C2=CC(=CC=C2)C(C)(C)C#N)=O)C=C1 (N-[3-(4-aminophenoxy)-4-methoxyphenyl]-3-(1-cyano-1-methylethyl)benzamide). Yield: 65.7%. As a reaction SMILES: [C:1]([C:3]([C:6]1[CH:7]=[C:8]([CH:30]=[CH:31][CH:32]=1)[C:9]([NH:11][C:12]1[CH:17]=[CH:16][C:15]([O:18][CH3:19])=[C:14]([O:20][C:21]2[CH:26]=[CH:25][C:24]([N+:27]([O-])=O)=[CH:23][CH:22]=2)[CH:13]=1)=[O:10])([CH3:5])[CH3:4])#[N:2].O1CCCC1>CO.[C].[Pd]>[NH2:27][C:24]1[CH:23]=[CH:22][C:21]([O:20][C:14]2[CH:13]=[C:12]([NH:11][C:9](=[O:10])[C:8]3[CH:30]=[CH:31][CH:32]=[C:6]([C:3]([C:1]#[N:2])([CH3:5])[CH3:4])[CH:7]=3)[CH:17]=[CH:16][C:15]=2[O:18][CH3:19])=[CH:26][CH:25]=1 |f:3.4|. Procedure details: To a solution of 3-(1-cyano-1-methylethyl)-N-[4-methoxy-3-(4-nitrophenoxy)phenyl]benzamide (1.80 g, 4.17 mmol) in methanol (5 mL)/tetrahydrofuran (5 mL) was added 10%-palladium carbon (1 g), and the mixture was vigorously stirred under a hydrogen atmosphere at room temperature for 18 hr. The catalyst was filtered off through celite, and the filtrate was concentrated under reduced pressure to give the title compound (1.10 g, 66%) as a colorless amorphous substance. Solvent: CO (methanol). RXN SMILES: C([O:8][C:9]1[CH:10]=[C:11]([CH2:15][CH2:16][CH2:17][N:18]2[CH:22]=[CH:21][N:20]=[N:19]2)[CH:12]=[CH:13][CH:14]=1)C1C=CC=CC=1.[H][H]>CO.[C].[Pd]>[N:18]1([CH2:17][CH2:16][CH2:15][C:11]2[CH:10]=[C:9]([OH:8])[CH:14]=[CH:13][CH:12]=2)[CH:22]=[CH:21][N:20]=[N:19]1 |f:3.4|. Reported procedure: To a solution of 1-[3-(3-benzyloxyphenyl)propyl]-1H-1,2,3-triazole (0.937 g) in methanol (32 ml), 10% palladium carbon (0.1 g) was added, followed by vigorous stirring in a hydrogen atmosphere at room temperature for 8 hours. The catalyst was filtered off; the filtrate was concentrated to dryness under reduced pressure to yield the titled compound (0.593 g) as colorless crystals. Reactants: C(C1=CC=CC=C1)OC=1C=C(C=CC1)CCCN1N=NC=C1 (1-[3-(3-benzyloxyphenyl)propyl]-1H-1,2,3-triazole), [H][H] (hydrogen). The reagents and catalysts are [C].[Pd] (palladium carbon). Product: N1(N=NC=C1)CCCC=1C=C(C=CC1)O (3-[3-(1H-1,2,3-triazol-1-yl)propyl]phenol). Yield: 91.4%.